describe an organic reaction: reactants, conditions, products, and yield From a dataset of the Open Reaction Database (ORD), a public repository of structured organic reaction records. Reactants: ClC1=CC=C(C=C1)N=C=S (4-chlorophenylisothiocyanate), NC1=C(C=CC(=C1)N)C (2,4-diaminotoluene). Run in O1CCOCC1 (dioxane), O1CCOCC1 (dioxane). Conditions: time 72 hour. Yields the product CC1=C(C=C(C=C1)NC(=S)NC1=CC=C(C=C1)Cl)NC(=S)NC1=CC=C(C=C1)Cl (N,N"-(4-methyl-1,3-phenylene)bis[N'-(4-chlorophenyl)thiourea]). Reaction SMILES: [Cl:1][C:2]1[CH:7]=[CH:6][C:5]([N:8]=[C:9]=[S:10])=[CH:4][CH:3]=1.[NH2:11][C:12]1[CH:17]=[C:16]([NH2:18])[CH:15]=[CH:14][C:13]=1[CH3:19]>O1CCOCC1>[CH3:19][C:13]1[CH:14]=[CH:15][C:16]([NH:18][C:9]([NH:8][C:5]2[CH:6]=[CH:7][C:2]([Cl:1])=[CH:3][CH:4]=2)=[S:10])=[CH:17][C:12]=1[NH:11][C:9]([NH:8][C:5]1[CH:6]=[CH:7][C:2]([Cl:1])=[CH:3][CH:4]=1)=[S:10]. Procedure: A solution of 4-chlorophenylisothiocyanate (1.39 g, 8.20 mmol) in dry dioxane (20 mL) is added dropwise, under nitrogen atmosphere, to a solution of 2,4-diaminotoluene (0.5 g, 4.10 mmol) in dry dioxane (20 mL). After 72 hours of stirring at room temperature the mixture is heated to 80° C. for 6 hours, and the solvent is eliminated under reduced pressure. The oily residue obtained is stirred with IsprOH (25 mL) for 4 hours. The white solid that precipitates is filtered and washed with n-hexane (3... Starting materials: C(C1=CC=CC=C1)(=O)NC1=C(NC2=CC=CC=C12)C(=O)N (3-Benzamidoindole-2-carboxamide), [H-].[Na+] (sodium hydride). Run in C(C)O (ethanol). Product: OC=1C2=C(N=C(N1)C1=CC=CC=C1)C=1C=CC=CC1N2 (4-Hydroxy-2-phenyl-5H-indolo[3,2-d]pyrimidine). Reaction SMILES: [C:1]([NH:9][C:10]1[C:18]2[C:13](=[CH:14][CH:15]=[CH:16][CH:17]=2)[NH:12][C:11]=1[C:19]([NH2:21])=[O:20])(=O)[C:2]1[CH:7]=[CH:6][CH:5]=[CH:4][CH:3]=1.[H-].[Na+]>C(O)C>[OH:20][C:19]1[C:11]2[NH:12][C:13]3[CH:14]=[CH:15][CH:16]=[CH:17][C:18]=3[C:10]=2[N:9]=[C:1]([C:2]2[CH:7]=[CH:6][CH:5]=[CH:4][CH:3]=2)[N:21]=1 |f:1.2|. Procedure: A mixture of 3-Benzamidoindole-2-carboxamide (276 mg), sodium hydride (5 mg) and ethanol (5 mL) was refluxed for 2 h. The reaction mixture was quenched with saturated ammonium carbonate and the product was extracted with methylene chloride. After drying over magnesium sulfate, the solvent was removed in vacuo and the residue was triturated with ether to afford 4-Hydroxy-2-phenyl-5H-indolo[3,2-d]pyrimidine (Compound 2) as a white solid. The reactants are ClC=1C=C(C=C(C1)F)N[C@@H](C(=O)N[C@H]1CN(CCC1)C(=O)OC(C)(C)C)C1CC1 ((R)-tert-butyl 3-((R)-2-(3-chloro-5-fluorophenylamino)-2-cyclopropylacetamido)piperidine-1-carboxylate), ClC=1C(=NC=NC1Cl)N (5,6-dichloropyrimidin-4-amine), C17H19Cl3N6O, ClC=1C=C(C=C(C1)Cl)NCC(=O)N[C@H]1CN(CCC1)C(=O)OC(C)(C)C ((R)-tert-butyl 3-(2-(3,5-dichlorophenylamino)acetamido)piperidine-1-carboxylate), NC1=NC=NC(=C1C#N)Cl (4-amino-6-chloropyrimidine-5-carbonitrile). Product: NC1=C(C(=NC=N1)N1C[C@@H](CCC1)NC(CNC1=CC(=CC(=C1)Cl)Cl)=O)Cl ((R)—N-(1-(6-amino-5-chloropyrimidin-4-yl)piperidin-3-yl)-2-(3,5-dichlorophenylamino)acetamide). Reaction SMILES: ClC1C=C(N[C@H](C2CC2)C(N[C@@H]2CCCN(C(OC(C)(C)C)=O)C2)=O)C=C(F)C=1.[Cl:30][C:31]1[CH:32]=[C:33]([NH:38][CH2:39][C:40]([NH:42][C@@H:43]2[CH2:48][CH2:47][CH2:46][N:45]([C:49](OC(C)(C)C)=O)[CH2:44]2)=[O:41])[CH:34]=[C:35]([Cl:37])[CH:36]=1.NC1C(C#N)=C(Cl)N=CN=1.[Cl:66][C:67]1[C:68]([NH2:74])=[N:69][CH:70]=[N:71]C=1Cl>>[NH2:74][C:68]1[N:69]=[CH:70][N:71]=[C:49]([N:45]2[CH2:46][CH2:47][CH2:48][C@@H:43]([NH:42][C:40](=[O:41])[CH2:39][NH:38][C:33]3[CH:34]=[C:35]([Cl:37])[CH:36]=[C:31]([Cl:30])[CH:32]=3)[CH2:44]2)[C:67]=1[Cl:66]. Reported procedure: The title compound of Example 140 was prepared in similar manner as described in Example 134 except the key intermediate (R)-tert-butyl 3-((R)-2-(3-chloro-5-fluorophenylamino)-2-cyclopropylacetamido)piperidine-1-carboxylate was replaced with (R)-tert-butyl 3-(2-(3,5-dichlorophenylamino)acetamido)piperidine-1-carboxylate and the 4-amino-6-chloropyrimidine-5-carbonitrile was substituted for 5,6-dichloropyrimidin-4-amine. 1H NMR (300 MHz, CD3OD) δ 7.91 (s, 1H), 6.51-6.63 (m, 1H), 6.34 (d, J=1.51 Hz... Reactants: CC(=O)N1CCC(N)CC1, CCOC(C)=O, CC(C)OC(C)C, O=C(Cl)Oc1ccc(F)cc1, ClCCl, Cl, O, c1ccncc1. The product is CC(=O)N1CCC(NC(=O)Oc2ccc(F)cc2)CC1. RXN SMILES: [C:2]([CH3:3])(=[O:4])[N:5]1[CH2:6][CH2:7][CH:8]([NH2:11])[CH2:9][CH2:10]1.[CH3:39][CH2:40][O:41][C:42](=[O:43])[CH3:44].[CH:29]([O:30][CH:31]([CH3:32])[CH3:33])([CH3:34])[CH3:35].[Cl:18][C:19](=[O:20])[O:21][c:22]1[cH:23][cH:24][c:25]([F:28])[cH:26][cH:27]1.[Cl:36][CH2:37][Cl:38].[ClH:1].[OH2:45].[cH:12]1[cH:13][cH:14][n:15][cH:16][cH:17]1>>[C:2]([CH3:3])(=[O:4])[N:5]1[CH2:6][CH2:7][CH:8]([NH:11][C:19](=[O:20])[O:21][c:22]2[cH:23][cH:24][c:25]([F:28])[cH:26][cH:27]2)[CH2:9][CH2:10]1.